The task is: describe an organic reaction: reactants, conditions, products, and yield. This data is from the Open Reaction Database (ORD), a public repository of structured organic reaction records. Reactants: NC1=C2N=C(N(C2=NC=N1)C=1C=CC(=NC1)O)C1=NC=CC=C1 (5-[6-amino-8-(2-pyridyl)-9H-9-purinyl ]-2-pyridinol), C[O-].[Na+] (sodium methoxide), CI (methyl iodide), CO (methanol). Solvent: O (water), C(C)(=O)OCC (Ethyl acetate), mixture, O1CCCC1 (tetrahydrofuran). Reaction conditions: time 45 minute. Yields the product NC1=C2N=C(N(C2=NC=N1)C=1C=CC(N(C1)C)=O)C1=NC=CC=C1 (5-[6-Amino-8-(2-pyridyl)-9H-9-purinyl]-1-methyl-1,2-dihydro-2-pyridinone). Yield: 57.4%. As a reaction SMILES: [NH2:1][C:2]1[N:10]=[CH:9][N:8]=[C:7]2[C:3]=1[N:4]=[C:5]([C:18]1[CH:23]=[CH:22][CH:21]=[CH:20][N:19]=1)[N:6]2[C:11]1[CH:12]=[CH:13][C:14]([OH:17])=[N:15][CH:16]=1.[CH3:24][O-].[Na+].CI.CO>O.C(OCC)(=O)C.O1CCCC1>[NH2:1][C:2]1[N:10]=[CH:9][N:8]=[C:7]2[C:3]=1[N:4]=[C:5]([C:18]1[CH:23]=[CH:22][CH:21]=[CH:20][N:19]=1)[N:6]2[C:11]1[CH:12]=[CH:13][C:14](=[O:17])[N:15]([CH3:24])[CH:16]=1 |f:1.2|. Procedure: A solution of 150 mg of 5-[6-amino-8-(2-pyridyl)-9H-9-purinyl ]-2-pyridinol, 133 mg of sodium methoxide and 306 μL methyl iodide in 20 mL mixture of methanol and tetrahydrofuran in a ratio of 1/1 was stirred at room temperature for 2 hours and 35 minutes and then at 60° C. for 45 minutes. Ethyl acetate and water were added to the reaction mixture, and this mixture was extracted once with ethyl acetate. The organic layer was washed with brine, and the whole aqueous layer was extracted twice with ... Starting materials: [Al] (aluminum), C(C)(C)O (isopropyl alcohol), C(C)(C)O (isopropyl alcohol). Reagents/catalysts: Cl[Hg]Cl (HgCl2). Yields the product CC(C)[O-].CC(C)[O-].CC(C)[O-].[Al+3] (Aluminum isopropylate). As a reaction SMILES: [Al:1].[CH:2]([OH:5])([CH3:4])[CH3:3]>Cl[Hg]Cl>[CH3:3][CH:2]([O-:5])[CH3:4].[CH3:3][CH:2]([O-:5])[CH3:4].[CH3:3][CH:2]([O-:5])[CH3:4].[Al+3:1] |f:3.4.5.6|. Procedure: Aluminum isopropylate is prepared by reacting in a dry 2 liter flask swept with nitrogen, 231 ml. of isopropyl alcohol and 14 g. of aluminum in presence of a small amount of HgCl2. The reaction starts immediately and is maintained by heating under reflux. After 1 hour the isopropyl alcohol in excess is eliminated. After that, the aluminum isopropylate is distilled under 6 mm. of Hg at about 150° C. The distillate crystallizes very slowly. It contains 133 g. of aluminum per kg. Starting materials: CC1(NC(C2=CC=CC=C12)=O)C (3,3-Dimethylisoindolin-1-one), C(#N)C1=C(C(=O)O)C=CC=C1 (2-Cyanobenzoic acid), C[Li] (Methyllithium). The solvent is O1CCCC1 (tetrahydrofuran). Conditions: temperature -78 celsius. Product: NC1=CC=C2C(NC(C2=C1)=O)(C)C (6-Amino-3,3-dimethylisoindolin-1-one). As a reaction SMILES: [CH3:1][C:2]1([CH3:12])[C:10]2[C:5](=[CH:6][CH:7]=[CH:8][CH:9]=2)[C:4](=[O:11])[NH:3]1.C(C1C=CC=CC=1C(O)=O)#[N:14].C[Li]>O1CCCC1>[NH2:14][C:7]1[CH:6]=[C:5]2[C:10]([C:2]([CH3:12])([CH3:1])[NH:3][C:4]2=[O:11])=[CH:9][CH:8]=1. Reported procedure: 3,3-Dimethylisoindolin-1-one. 2-Cyanobenzoic acid (3 g, 20.39 mmol) was dissolved in tetrahydrofuran (300 mL) and then cooled to −78° C. Methyllithium (127 mL, 204 mmol) was added dropwise and the reaction was slowly warmed to room temperature over 2 hours. The reaction was quenched with brine then extracted twice with ethyl acetate. The combined organics were washed with 1 N HCl, saturated sodium bicarbonate and water, dried over magnesium sulfate and concentrated. The residue was purified by c...